Dataset: the Open Reaction Database (ORD), a public repository of structured organic reaction records. Task: describe an organic reaction: reactants, conditions, products, and yield Starting materials: FC=1C=C2C(=C(/C(/C2=CC1)=C/C1=CC=C(C=C1)SC)C)CCI ((Z)-5-Fluoro-3-(2-iodoethyl)-2-methyl-1-(4-methylthiobenzylidene)indene), [C-]#N.[K+] (potassium cyanide), O (water). The solvent is CN(C)C=O (DMF), [Cl-].[Na+].O (brine). Run at time 45 minute. Yields the product C(#N)CCC1=C(/C(/C2=CC=C(C=C12)F)=C/C1=CC=C(C=C1)SC)C ((Z)-3-(2-Cyanoethyl)-5-fluoro-2-methyl-1-(4-methylthiobenzylidene)indene). Reaction SMILES: [F:1][C:2]1[CH:3]=[C:4]2[C:8](=[CH:9][CH:10]=1)/[C:7](=[CH:11]\[C:12]1[CH:17]=[CH:16][C:15]([S:18][CH3:19])=[CH:14][CH:13]=1)/[C:6]([CH3:20])=[C:5]2[CH2:21][CH2:22]I.[C-:24]#[N:25].[K+].O>CN(C=O)C.[Cl-].[Na+].O>[C:24]([CH2:22][CH2:21][C:5]1[C:4]2[C:8](=[CH:9][CH:10]=[C:2]([F:1])[CH:3]=2)/[C:7](=[CH:11]\[C:12]2[CH:17]=[CH:16][C:15]([S:18][CH3:19])=[CH:14][CH:13]=2)/[C:6]=1[CH3:20])#[N:25] |f:1.2,5.6.7|. Reported procedure: A mixture of the iodide from Step 1 (3.7g, 8.5 mmol) and potassium cyanide (5.5 g, 85 mmol) in DMF (40 mL) was stirred at room temperature for 45 minutes. There was added water (50 mL) and brine (100 mL) and the mixture was extracted with 1:1 ethyl acetate-hexane (4×100 mL); the combined extracts were washed with water (2×50 mL) and brine (1×50 mL), dried and evaporated. The crude residue was chromatographed on silica gel eluting with a 1:2 mixture of ether-ethyl acetate to afford the title comp... Reactants: β-ketoester, [OH-].[Na+] (sodium hydroxide), β-ketoester, Cl (HCl), [H][H] (hydrogen), S(O)(O)(=O)=O (sulfuric acid), methyl (R)-3-hydroxy tetradecanoate, O=C(CC(=O)OC)CCCCCCCCCCC (methyl 3-oxotetradecanoate), O=C(CC(=O)OC)CCCCCCCCCCC (methyl 3-oxotetradecanoate), alkyl alcohol, Ru(OAc)2. Solvent: C(C)O (ethanol), CO (methanol), CO (methanol). Reaction conditions: time 4 hour. The product is O[C@@H](CC(=O)O)CCCCCCCCCCC ((R)-3-hydroxy tetradecanoic acid). Reaction SMILES: [O:1]=[C:2]([CH2:8][CH2:9][CH2:10][CH2:11][CH2:12][CH2:13][CH2:14][CH2:15][CH2:16][CH2:17][CH3:18])[CH2:3][C:4]([O:6]C)=[O:5].Cl.[H][H].[OH-].[Na+].S(=O)(=O)(O)O>CO.C(O)C>[OH:1][C@H:2]([CH2:8][CH2:9][CH2:10][CH2:11][CH2:12][CH2:13][CH2:14][CH2:15][CH2:16][CH2:17][CH3:18])[CH2:3][C:4]([OH:6])=[O:5] |f:3.4|. Procedure: Typically, hydrogenation of β-ketoester XVI, e.g., methyl 3-oxotetradecanoate, is conducted in a conventional hydrogenation solvent including an alkyl alcohol, such as ethanol or preferably in methanol, at a reaction temperature of about 80° C. The concentration of the substrate (i.e., β-ketoester XVI) in hydrogenation reaction is generally at about 40 wt %, and the ratio of HCl to Ru(OAc)2((R)-MeOBIPHEP) in the hydrogenation catalyst is about 20:1. A typical ratio of methyl 3-oxotetradecanoate ... Starting materials: FC1=CC=C(C=C1)C(C(Br)C1=CC=C(C=C1)SC)=O (1-(4-fluorophenyl)-2-(4-methylthiophenyl)-2-bromoethanone), FC1=CC=C(C=C1)C(C(Br)C1=CC=C(C=C1)SC)=O (1-(4-fluorophenyl)-2-(4-methylthiophenyl)-2-bromoethanone), C(C1=CC=NC=C1)(=S)N (thioisonicotinamide). Solvent: C(C)#N (acetonitrile). The product is FC1=CC=C(C=C1)C=1N=C(SC1C1=CC=C(C=C1)SC)C1=CC=NC=C1 (4-(4-Fluorophenyl)-5-(4-methylthiophenyl)-2-(4-pyridyl)thiazole). Reaction SMILES: [F:1][C:2]1[CH:7]=[CH:6][C:5]([C:8](=O)[CH:9]([C:11]2[CH:16]=[CH:15][C:14]([S:17][CH3:18])=[CH:13][CH:12]=2)Br)=[CH:4][CH:3]=1.[C:20]([NH2:28])(=[S:27])[C:21]1[CH:26]=[CH:25][N:24]=[CH:23][CH:22]=1>C(#N)C>[F:1][C:2]1[CH:7]=[CH:6][C:5]([C:8]2[N:28]=[C:20]([C:21]3[CH:26]=[CH:25][N:24]=[CH:23][CH:22]=3)[S:27][C:9]=2[C:11]2[CH:16]=[CH:15][C:14]([S:17][CH3:18])=[CH:13][CH:12]=2)=[CH:4][CH:3]=1. Procedure details: A solution of the intermediate from Example 1, Step 3, 1-(4-fluorophenyl)-2-(4-methylthiophenyl)-2-bromoethanone, (1.58 g, 4.66 mmol) and thioisonicotinamide (670 mg, 4.84 mmol) in 25 mL of acetonitrile was heated to reflux for 23 hours. The solution was filtered, concentrated in vacuo and the residue taken up in dichloromethane. The dichloromethane solution was washed with sat. aq. NaHCO3, and brine, dried over anhydrous MgSO4, filtered and concentrated in vacuo to give a brown oil that was pur... The reactants are N/C(=C(/C#N)\N)/C#N (diaminomaleonitrile), ClC1=C(C(=CC(=C1)C(F)(F)F)Cl)N1N=CC(=N1)CC(SC)SC (2-(2,6-Dichloro-4-trifluoromethylphenyl]-4-[2,2-di(methylthio)ethyl]-2H-1,2,3-triazole), BrN1C(CCC1=O)=O (N-bromosuccinimide), O (water). Run in C(C)#N (acetonitrile). The product is ClC1=C(C(=CC(=C1)C(F)(F)F)Cl)N1N=CC(=N1)CC=NC(=C(C#N)N)C#N (2-(2,6-dichloro-4-trifluoromethyl-phenyl]-4-[2-(2-amino-1,2-dicyanoethenylimino)ethyl]-2H-1,2,3-triazole). Reaction SMILES: [Cl:1][C:2]1[CH:7]=[C:6]([C:8]([F:11])([F:10])[F:9])[CH:5]=[C:4]([Cl:12])[C:3]=1[N:13]1[N:17]=[C:16]([CH2:18][CH:19](SC)SC)[CH:15]=[N:14]1.BrN1C(=O)CCC1=O.O.[NH2:33]/[C:34](/[C:39]#[N:40])=[C:35](\[NH2:38])/[C:36]#[N:37]>C(#N)C>[Cl:1][C:2]1[CH:7]=[C:6]([C:8]([F:11])([F:10])[F:9])[CH:5]=[C:4]([Cl:12])[C:3]=1[N:13]1[N:17]=[C:16]([CH2:18][CH:19]=[N:33][C:34]([C:39]#[N:40])=[C:35]([NH2:38])[C:36]#[N:37])[CH:15]=[N:14]1. Procedure: 2-(2,6-Dichloro-4-trifluoromethylphenyl]-4-[2,2-di(methylthio)ethyl]-2H-1,2,3-triazole was treated with N-bromosuccinimide in aqueous acetonitrile., After 10 minutes the mixture was added to water and extracted with diethyl ether. The extract was worked up to give crude 2-(2,6-dichloro-4-trifluoromethylphenyl)-2H-1,2,3-triazole-4-acetaldehyde. This was then treated with diaminomaleonitrile in a similar manner to Example 1, to give 2-(2,6-dichloro-4-trifluoromethyl-phenyl]-4-[2-(2-amino-1,2-dicya... Reactants: FC(F)(F)c1ccc(-c2cc(C(F)(F)F)cc(Br)n2)cc1, Clc1cc(I)ccn1. The product is FC(F)(F)c1ccc(-c2cc(C(F)(F)F)cc(-c3ccnc(Cl)c3)n2)cc1. Reaction SMILES: [Br:1][c:2]1[n:3][c:4](-[c:12]2[cH:13][cH:14][c:15]([C:18]([F:19])([F:20])[F:21])[cH:16][cH:17]2)[cH:5][c:6]([C:8]([F:9])([F:10])[F:11])[cH:7]1.[Cl:22][c:23]1[n:24][cH:25][cH:26][c:27]([I:29])[cH:28]1>>[c:2]1(-[c:27]2[cH:26][cH:25][n:24][c:23]([Cl:22])[cH:28]2)[n:3][c:4](-[c:12]2[cH:13][cH:14][c:15]([C:18]([F:19])([F:20])[F:21])[cH:16][cH:17]2)[cH:5][c:6]([C:8]([F:9])([F:10])[F:11])[cH:7]1. Run in CO.O (methanol water). Reaction SMILES: [CH3:1][CH:2]1[CH2:7][CH2:6][CH2:5][CH:4]([CH3:8])[C:3]1=[O:9].O.O.O.O.O.O.C(O[O-])(=O)C1C(=CC=CC=1)C([O-])=[O:20].[Mg+2].C(=O)(O)[O-].[Na+]>CO.O>[CH3:8][CH:4]1[CH2:5][CH2:6][CH2:7][CH:2]([CH3:1])[O:20][C:3]1=[O:9] |f:1.2.3.4.5.6.7.8,9.10,11.12|. Product: CC1C(OC(CCC1)C)=O (3,7-dimethyloxepan-2-one). Isolated yield 47.5%. Procedure: A 250 mL round bottom flask was charged with 2,6-dimethylcyclohexanone (2.162 mL, 2.0 g, 15.85 mmol) and 126 mL of a 1:1 methanol/water mixture. The solution stirred as magnesium monoperoxyphthalate hexahydrate (MMPP, 15.68 g, 31.7 mmol) and sodium bicarbonate (2.66 g, 31.7 mmol) were added. The reaction proceeded overnight at room temperature with stirring. The following day the crude product was extracted into ethyl acetate, washed sequentially with saturated sodium bicarbonate, brine and drie... Starting materials: O.O.O.O.O.O.C(C=1C(C(=O)[O-])=CC=CC1)(=O)O[O-].[Mg+2] (magnesium monoperoxyphthalate hexahydrate), C([O-])(O)=O.[Na+] (sodium bicarbonate), CC1C(C(CCC1)C)=O (2,6-dimethylcyclohexanone). Reaction conditions: time 8 hour. Reactants: C1COCCO1, OCc1cncn1C1CCCc2ccccc21, O=[N+]([O-])O. The product is O=Cc1cncn1C1CCCc2ccccc21, O=[N+]([O-])O. RXN SMILES: [CH2:22]1[O:23][CH2:24][CH2:25][O:26][CH2:27]1.[CH:5]1([n:15]2[cH:16][n:17][cH:18][c:19]2[CH2:20][OH:21])[CH2:6][CH2:7][CH2:8][c:9]2[cH:10][cH:11][cH:12][cH:13][c:14]21.[N+:1](=[O:2])([OH:3])[O-:4]>>[CH:5]1([n:15]2[cH:16][n:17][cH:18][c:19]2[CH:20]=[O:21])[CH2:6][CH2:7][CH2:8][c:9]2[cH:10][cH:11][cH:12][cH:13][c:14]21.[N+:1](=[O:2])([OH:3])[O-:4]. The reactants are NC=1SC=C(N1)C(C(=O)OCC)=O (ethyl 2-aminothiazol-4-ylglyoxylate), COC=1C=C(C=C(C1OC)OC)N=C=O (3,4,5-trimethoxyphenyl isocyanate). The solvent is CN(C=O)C (dimethylformamide). Product: COC=1C=C(C=C(C1OC)OC)NC(NC=1SC=C(N1)C(C(=O)OCC)=O)=O (Ethyl 2-[3-(3,4,5-trimethoxyphenyl)ureido]thiazol-4-yl-glyoxylate). As a reaction SMILES: [NH2:1][C:2]1[S:3][CH:4]=[C:5]([C:7](=[O:13])[C:8]([O:10][CH2:11][CH3:12])=[O:9])[N:6]=1.[CH3:14][O:15][C:16]1[CH:17]=[C:18]([N:26]=[C:27]=[O:28])[CH:19]=[C:20]([O:24][CH3:25])[C:21]=1[O:22][CH3:23]>CN(C)C=O>[CH3:14][O:15][C:16]1[CH:17]=[C:18]([NH:26][C:27](=[O:28])[NH:1][C:2]2[S:3][CH:4]=[C:5]([C:7](=[O:13])[C:8]([O:10][CH2:11][CH3:12])=[O:9])[N:6]=2)[CH:19]=[C:20]([O:24][CH3:25])[C:21]=1[O:22][CH3:23]. Procedure: Following a procedure similar to that described in Preparation 1, the desired compound was prepared from 4.3 g of ethyl 2-aminothiazol-4-ylglyoxylate, 5 g of 3,4,5-trimethoxyphenyl isocyanate and 30 ml of dimethylformamide. The resulting product was a yellow powder having the following physical properties.